Dataset: the Open Reaction Database (ORD), a public repository of structured organic reaction records. Task: describe an organic reaction: reactants, conditions, products, and yield Starting materials: Cl (HCl), CN (Methylamine), ice, FC1=C(C(=O)O)C=C(C(=C1)F)[N+](=O)[O-] (2,4-difluoro-5-nitro-benzoic acid). Run in O (water). Run at time 30 minute. Product: FC1=C(C(=O)O)C=C(C(=C1)NC)[N+](=O)[O-] (2-Fluoro-4-methylamino-5-nitro-benzoic acid). RXN SMILES: [CH3:1][NH2:2].[F:3][C:4]1[CH:12]=[C:11](F)[C:10]([N+:14]([O-:16])=[O:15])=[CH:9][C:5]=1[C:6]([OH:8])=[O:7].Cl>O>[F:3][C:4]1[CH:12]=[C:11]([NH:2][CH3:1])[C:10]([N+:14]([O-:16])=[O:15])=[CH:9][C:5]=1[C:6]([OH:8])=[O:7]. Procedure: Methylamine (13.5 mL, 40% in water) is added to an ice-cooled mixture of 2,4-difluoro-5-nitro-benzoic acid (10.0 g, 49 mmol) in water (100 mL) and it is stirred for 30 min at rt. The mixture is acidified with 6N aq. HCl-solution and the precipitate is filtered, washed with water and dried at 60° C. The crude material was recrystallized from MeOH. The final product was slightly contaminated by its regioisomer 4-fluoro-2-methylamino-5-nitro-benzoic acid. Reactants: C1CCOC1, CCCCCC, Cl, [Na+], C1COCCN(C2CCC3(CC2)OCCO3)C1, [OH-]. The product is O=C1CCC(N2CCCOCC2)CC1. As a reaction SMILES: [CH2:27]1[O:28][CH2:29][CH2:30][CH2:31]1.[CH3:21][CH2:22][CH2:23][CH2:24][CH2:25][CH3:26].[ClH:18].[Na+:20].[O:1]1[CH2:3][CH2:2][O:4][C:5]12[CH2:6][CH2:7][CH:8]([N:11]1[CH2:12][CH2:13][O:14][CH2:15][CH2:16][CH2:17]1)[CH2:9][CH2:10]2.[OH-:19]>>[O:4]=[C:5]1[CH2:6][CH2:7][CH:8]([N:11]2[CH2:12][CH2:13][O:14][CH2:15][CH2:16][CH2:17]2)[CH2:9][CH2:10]1. The reactants are ClC=1C=C(C=CC1)C1=CC(=NO1)C(C)=O (1-[5-(3-chloro-phenyl)-isoxazol-3-yl]-ethanone), [BH4-].[Na+] (sodium borohydride), ClC=1C=C(C=CC1)C1=CC(=NO1)C(C)O (1-[5-(3-Chloro-phenyl)-isoxazol-3-yl]-ethanol). Run in CO (MeOH). Product: COC(=O)C1=NOC(=C1)C1=CC(=CC=C1)Cl (5-(3-Chloro-phenyl)-isoxazole-3-carboxylic acid methyl ester). Reaction SMILES: [Cl:1][C:2]1[CH:3]=[C:4]([C:8]2[O:12][N:11]=[C:10]([CH:13]([OH:15])C)[CH:9]=2)[CH:5]=[CH:6][CH:7]=1.ClC1C=C([C:23]2[O:27]N=C(C(=O)C)C=2)C=CC=1.[BH4-].[Na+]>CO>[CH3:23][O:27][C:13]([C:10]1[CH:9]=[C:8]([C:4]2[CH:5]=[CH:6][CH:7]=[C:2]([Cl:1])[CH:3]=2)[O:12][N:11]=1)=[O:15] |f:2.3|. Reported procedure: A solution of 4-(3-chloro-phenyl)-2,4-dioxo-butyric acid ethyl ester (3.0 g, 11.8 mmol) and hydroxylamine hydrochloride (2.46 g, 35.4 mmol) in MeOH (60 ml) was heated at 80° C. for 4 h. After cooling, the mixture was filtered and washed with cold methanol to afford 5-(3-chloro-phenyl)-isoxazole-3-carboxylic acid methyl ester (2.0 g, 71%). 1H NMR: 7.82 (s, 1H), 7.72 (m, 1H), 7.47 (m, 2H), 4.03 (s, 3H). Step 2: 1-[5-(3-Chloro-phenyl)-isoxazol-3-yl]-ethanone: In a screw cap vial equipped with stir ... Starting materials: C1(CC1)C(CCN(C(C)=O)C)(O)C1=CC(=CC=C1)C(F)(F)F (1-cyclopropyl-3-(N-methylacetamido)-1-(3-trifluoromethylphenyl)-1-propanol), CC(C)([O-])C.[K+] (potassium tertiary butoxide), ice water. Solvent: CS(=O)C (dimethyl sulfoxide). Yields the product C1(CC1)C(CCNC)(O)C1=CC(=CC=C1)C(F)(F)F (1-Cyclopropyl-3-methylamino-1-(3-trifluoromethylphenyl)-1-propanol). RXN SMILES: [CH:1]1([C:4]([C:13]2[CH:18]=[CH:17][CH:16]=[C:15]([C:19]([F:22])([F:21])[F:20])[CH:14]=2)([OH:12])[CH2:5][CH2:6][N:7](C)[C:8](=O)C)[CH2:3][CH2:2]1.CC(C)([O-])C.[K+]>CS(C)=O>[CH:1]1([C:4]([C:13]2[CH:18]=[CH:17][CH:16]=[C:15]([C:19]([F:20])([F:21])[F:22])[CH:14]=2)([OH:12])[CH2:5][CH2:6][NH:7][CH3:8])[CH2:2][CH2:3]1 |f:1.2|. Reported procedure: A mixture of 5 g. (0.016 mole) of 1-cyclopropyl-3-(N-methylacetamido)-1-(3-trifluoromethylphenyl)-1-propanol, 2.9 g. (0.024 mole) of potassium tertiary butoxide and 25 ml. of dimethyl sulfoxide was warmed on a steam bath for 45 minutes. The mixture was cooled, poured into ice water and extracted with benzene. The benzene extract was dried over magnesium sulfate and concentrated to an oil which was distilled at 108° C./0.15 mm. The yield was 2.6 g. (59%). Reactants: O=C(Cl)C(=O)Cl, ClCCl, NC(=O)c1ccccc1Cl. Product: O=C=NC(=O)c1ccccc1Cl. RXN SMILES: [Cl:11][C:12](=[O:13])[C:14]([Cl:15])=[O:16].[Cl:17][CH2:18][Cl:19].[Cl:1][c:2]1[c:3]([C:4](=[O:5])[NH2:6])[cH:7][cH:8][cH:9][cH:10]1>>[Cl:1][c:2]1[c:3]([C:4](=[O:5])[N:6]=[C:12]=[O:13])[cH:7][cH:8][cH:9][cH:10]1. Reactants: BrN1C(CCC1=O)=O (N-bromosuccinimide), C(C)(C)(C)[Si](OC1=C(C=CC(=C1)OCC1=CC=C(C=C1)OC)C(=CC(C(C)C)=O)O)(C)C (1-[2-(tert-Butyl-dimethyl-silanyloxy)-4-(4-methoxy-benzyloxy)-phenyl]-1-hydroxy-4-methyl-pent-1-en-3-one), O (water). Solvent: ClCCl (dichloromethane). Run at time 30 minute. Yields the product BrC(C(=O)C1=C(C=C(C=C1)OCC1=CC=C(C=C1)OC)O[Si](C)(C)C(C)(C)C)C(C(C)C)=O (2-Bromo-1-[2-(tert-butyl-dimethyl-silanyloxy)-4-(4-methoxy-benzyloxy)-phenyl]-4-methyl-pentane-1,3-dione). Reaction SMILES: [C:1]([Si:5]([CH3:32])([CH3:31])[O:6][C:7]1[CH:12]=[C:11]([O:13][CH2:14][C:15]2[CH:20]=[CH:19][C:18]([O:21][CH3:22])=[CH:17][CH:16]=2)[CH:10]=[CH:9][C:8]=1[C:23]([OH:30])=[CH:24][C:25](=[O:29])[CH:26]([CH3:28])[CH3:27])([CH3:4])([CH3:3])[CH3:2].[Br:33]N1C(=O)CCC1=O.O>ClCCl>[Br:33][CH:24]([C:25](=[O:29])[CH:26]([CH3:28])[CH3:27])[C:23]([C:8]1[CH:9]=[CH:10][C:11]([O:13][CH2:14][C:15]2[CH:20]=[CH:19][C:18]([O:21][CH3:22])=[CH:17][CH:16]=2)=[CH:12][C:7]=1[O:6][Si:5]([C:1]([CH3:4])([CH3:2])[CH3:3])([CH3:32])[CH3:31])=[O:30]. Reported procedure: 1-[2-(tert-Butyl-dimethyl-silanyloxy)-4-(4-methoxy-benzyloxy)-phenyl]-1-hydroxy-4-methyl-pent-1-en-3-one (5.81 g, 12.72 mmol) is dissolved in dry dichloromethane (100 ml) at room temperature. N-bromosuccinimide (2.38 g, 13.36 mmol) is added portionwise. The reaction mixture is stirred at room temperature for 30 minutes, poured into water (200 ml) and extracted with dichloromethane (3×75 ml). The dichloromethane extracts are combined, washed with saturated brine (100 ml), dried (MgSO4), filtered ... The reactants are [H-].[Na+] (sodium hydride), CN1C(=CC=C1)C(=O)O (1-methylpyrrole-2-carboxylic acid), CN(C=O)C (dimethylformamide), O (water). Reaction conditions: time 8 hour. Product: COC(=O)C=1N(C=CC1)C (1-methylpyrrole-2-carboxylic acid methyl ester). Reaction SMILES: [CH3:1][N:2]1[CH:6]=[CH:5][CH:4]=[C:3]1[C:7]([OH:9])=[O:8].[H-].[Na+].O.[CH3:13]N(C)C=O>>[CH3:13][O:8][C:7]([C:3]1[N:2]([CH3:1])[CH:6]=[CH:5][CH:4]=1)=[O:9] |f:1.2|. Procedure: The starting material is prepared as follows: The solution of 28 g of 1-methylpyrrole-2-carboxylic acid in 20 ml of dimethylformamide is added to the suspension prepared from 12 g of 50% sodium hydride in mineral oil, washed with petroleum ether and suspended in 50 ml of dimethylformamide, while stirring and cooling. Thereupon 30 ml of methyl iodide are added and stirring is continued at ambient temperature. Another 10 ml of methyl iodide are added after the initial exothermic reaction has subsi...